This data is from the Open Reaction Database (ORD), a public repository of structured organic reaction records. The task is: describe an organic reaction: reactants, conditions, products, and yield The solvent is O (water). Reported procedure: Potassium hydroxide (12.5 g) was dissolved in water (105 ml) in a glass pressure bottle cooled in an ice bath. Then under a blanket of nitrogen, thioglycolic acid (7 ml) was added to the glass pressure bottle, to produce a reaction mixture. 2'-chloroacetophenone (12 g, 97%, 0.075 mol) and TBAB (0.5 g) were then added to the reaction mixture. The glass pressure bottle was then sealed and heated to 253° F. for 6 hours at 18 psi. The reaction was shut down and left overnight. Heating was then resum... Reagents/catalysts: CCCC[N+](CCCC)(CCCC)CCCC.[Br-] (TBAB). Run at temperature 253 fahrenheit, time 8 hour. Starting materials: C(CS)(=O)O (thioglycolic acid), [OH-].[K+] (Potassium hydroxide), ClC1=C(C=CC=C1)C(C)=O (2'-chloroacetophenone). The product is CC=1C2=C(SC1C(=O)O)C=CC=C2 (3-methyl 2-benzo[b]thiophenecarboxylic acid). RXN SMILES: [OH-].[K+].[C:3]([OH:7])(=[O:6])[CH2:4][SH:5].Cl[C:9]1[CH:14]=[CH:13][CH:12]=[CH:11][C:10]=1[C:15](=O)[CH3:16]>O.CCCC[N+](CCCC)(CCCC)CCCC.[Br-]>[CH3:16][C:15]1[C:10]2[CH:11]=[CH:12][CH:13]=[CH:14][C:9]=2[S:5][C:4]=1[C:3]([OH:7])=[O:6] |f:0.1,5.6|. Yield: 27.0%.